Task: describe an organic reaction: reactants, conditions, products, and yield. Dataset: the Open Reaction Database (ORD), a public repository of structured organic reaction records Starting materials: C1(=CC=CC=C1)C(CC)(O)C1=CC=CC=C1 (1,1-diphenyl-1-propanol), C(C)(C)O (isopropanol), solution, S(O)(O)(=O)=O (sulphuric acid). Run in O (water). The product is C1(=CC=CC=C1)C(=CC)C1=CC=CC=C1 (1,1-diphenyl-1-propene). The yield is 49.4%. Reaction SMILES: [C:1]1([C:7]([C:11]2[CH:16]=[CH:15][CH:14]=[CH:13][CH:12]=2)(O)[CH2:8][CH3:9])[CH:6]=[CH:5][CH:4]=[CH:3][CH:2]=1.C(O)(C)C.S(=O)(=O)(O)O>O>[C:1]1([C:7]([C:11]2[CH:12]=[CH:13][CH:14]=[CH:15][CH:16]=2)=[CH:8][CH3:9])[CH:6]=[CH:5][CH:4]=[CH:3][CH:2]=1. Procedure: A mixture of 1,1-diphenyl-1-propanol (64 g, 0.30 mol), isopropanol (300 ml) and a 5 N solution of sulphuric acid (150 ml) was heated at reflux temperature for 18 h. The reaction mixture was cooled, diluted with water (600 ml) and extracted with toluene (3×150 ml). The combined organic phases was dried (Na2SO4) and the solvent was evaporated in vacuo to give a solid residue which was triturated with iso-octane. The solid was collected by filtration to give 28.8 g (49%) of 1,1-diphenyl-1-propene. The reactants are Cl (HCl), C(C(=O)Cl)(=O)Cl (Oxalyl chloride), C=1(C(=CC=CC1)C(=O)O)CCC1=CC=CC=C1 (2-bibenzylcarboxylic acid), CN(C)C=O (DMF). The solvent is ClCCl (dichloromethane). Conditions: temperature -70 celsius, time 15 hour. Yields the product C(CC1=CC=CC=C1)C1=C(C=O)C=CC=C1 (2-(phenethyl)benzaldehyde). Yield: 26.0%. As a reaction SMILES: C(Cl)(=O)C(Cl)=O.[C:7]1([CH2:16][CH2:17][C:18]2[CH:23]=[CH:22][CH:21]=[CH:20][CH:19]=2)[C:8]([C:13](O)=[O:14])=[CH:9][CH:10]=[CH:11][CH:12]=1.CN(C=O)C.Cl>ClCCl>[CH2:16]([C:7]1[CH:12]=[CH:11][CH:10]=[CH:9][C:8]=1[CH:13]=[O:14])[CH2:17][C:18]1[CH:23]=[CH:22][CH:21]=[CH:20][CH:19]=1. Procedure: Oxalyl chloride (9.1 ml) was added to a suspension of 2-bibenzylcarboxylic acid (20 g) in dichloromethane (200 ml) followed by 0.1 ml of DMF. The mixture was stirred for 15 hours and evaporated to dryness. The residue was dissolved in diglyme (150 ml) and cooled to -70° C. under argon. Lithium tri-t-butoxyaluminohydride (177 ml of a 0.5M solution in diglyme) was added dropwise such that the temperature of the reaction mixture did not exceed -65° C. The reaction mixture was stirred for a further ... Reported procedure: A! Thionyl chloride (22.5 ml, 0.31 mole) was dropped at 0° C. in absolute ethanol (300 ml). At the end of the addition, 6-bromohexanoic acid (30 g, 0.153 mole) was added in small portions, then the mixture was stirred for 5 hours at room temperature and evaporated to dryness while taking it up in ethanol 2 times. The ethyl 6-bromohexanoate thus obtained was used as such in the next step. Reactants: S(=O)(Cl)Cl (Thionyl chloride), C(C)O (ethanol), BrCCCCCC(=O)O (6-bromohexanoic acid). Yields the product BrCCCCCC(=O)OCC (ethyl 6-bromohexanoate). Reaction conditions: time 5 hour. RXN SMILES: S(Cl)(Cl)=O.[Br:5][CH2:6][CH2:7][CH2:8][CH2:9][CH2:10][C:11]([OH:13])=[O:12].[CH2:14](O)[CH3:15]>>[Br:5][CH2:6][CH2:7][CH2:8][CH2:9][CH2:10][C:11]([O:13][CH2:14][CH3:15])=[O:12].